From a dataset of the Open Reaction Database (ORD), a public repository of structured organic reaction records. describe an organic reaction: reactants, conditions, products, and yield Starting materials: Cl.N[C@H]1CC[C@H](CC1)NC(=O)C1=C(NC=2C1=NC=CC2C2=C(C=C(C(=C2)F)OC)OCC2CC2)C (N-(cis-4-aminocyclohexyl)-7-[2-(cyclopropylmethoxy)-5-fluoro-4-methoxyphenyl]-2-methyl-1H-pyrrolo[3,2-b]pyridine-3-carboxamide hydrochloride), C(CC)(=O)Cl (propionyl chloride). Yields the product C1(CC1)COC1=C(C=C(C(=C1)OC)F)C1=C2C(=NC=C1)C(=C(N2)C)C(=O)N[C@@H]2CC[C@@H](CC2)NC(CC)=O (7-[2-(Cyclopropylmethoxy)-5-fluoro-4-methoxyphenyl]-2-methyl-N-[cis-4-(propionylamino)cyclohexyl]-1H-pyrrolo[3,2-b]pyridine-3-carboxamide). Reaction SMILES: Cl.[NH2:2][C@@H:3]1[CH2:8][CH2:7][C@H:6]([NH:9][C:10]([C:12]2[C:16]3=[N:17][CH:18]=[CH:19][C:20]([C:21]4[CH:26]=[C:25]([F:27])[C:24]([O:28][CH3:29])=[CH:23][C:22]=4[O:30][CH2:31][CH:32]4[CH2:34][CH2:33]4)=[C:15]3[NH:14][C:13]=2[CH3:35])=[O:11])[CH2:5][CH2:4]1.[C:36](Cl)(=[O:39])[CH2:37][CH3:38]>>[CH:32]1([CH2:31][O:30][C:22]2[CH:23]=[C:24]([O:28][CH3:29])[C:25]([F:27])=[CH:26][C:21]=2[C:20]2[CH:19]=[CH:18][N:17]=[C:16]3[C:12]([C:10]([NH:9][C@H:6]4[CH2:7][CH2:8][C@@H:3]([NH:2][C:36](=[O:39])[CH2:37][CH3:38])[CH2:4][CH2:5]4)=[O:11])=[C:13]([CH3:35])[NH:14][C:15]=23)[CH2:33][CH2:34]1 |f:0.1|. Reported procedure: Starting from N-(cis-4-aminocyclohexyl)-7-[2-(cyclopropylmethoxy)-5-fluoro-4-methoxyphenyl]-2-methyl-1H-pyrrolo[3,2-b]pyridine-3-carboxamide hydrochloride (example D.f28) and commercially available propionyl chloride the title compound is obtained as colorless solid. Reactants: C[Mg]Br (methylmagnesium bromide), ClC=1C=C2CC(C(C2=CC1)=O)(S(=O)(=O)C)F (5-chloro-2-fluoro-2-methanesulfonylindan-1-one), solution, C[Mg]Br (methylmagnesium bromide). The solvent is C(C)(=O)OCC (ethyl acetate), O1CCCC1 (tetrahydrofuran), C(C)OCC (diethyl ether). Yields the product ClC=1C=C2CC(C(C2=CC1)(O)C)(S(=O)(=O)C)F (5-chloro-2-fluoro-2-methanesulfonyl-1-methylindan-1-ol). RXN SMILES: [Cl:1][C:2]1[CH:3]=[C:4]2[C:8](=[CH:9][CH:10]=1)[C:7](=[O:11])[C:6]([F:16])([S:12]([CH3:15])(=[O:14])=[O:13])[CH2:5]2.[CH3:17][Mg]Br>O1CCCC1.C(OCC)C.C(OCC)(=O)C>[Cl:1][C:2]1[CH:3]=[C:4]2[C:8](=[CH:9][CH:10]=1)[C:7]([CH3:17])([OH:11])[C:6]([F:16])([S:12]([CH3:15])(=[O:13])=[O:14])[CH2:5]2. Procedure: At room temperature, 260 mg (1 mmol) of 5-chloro-2-fluoro-2-methanesulfonylindan-1-one are dissolved in 10 ml of dry tetrahydrofuran, and 0.33 ml of a 3M solution of methylmagnesium bromide in diethyl ether is added dropwise with stirring. The reaction mixture is stirred at 50° C. for 3 h. A further 0.33 ml of the methylmagnesium bromide solution is then added, and the mixture is stirred at room temperature for another hour. After the reaction has ended, the reaction mixture is diluted with ethy... Reactants: C(C)OC=1C(=CC=2C=CCC(C2C1)(C)C)/C(=C(\CO)/F)/CC ((2E)-3-(3-ethoxy-5,5-dimethyl-5,6-dihydro-naphthalen-2-yl)-2-fluoro-pent-2-en-1-ol), C[N+]1(CCOCC1)[O-] (4-methylmorpholine N-oxide). Product: C(C)OC=1C(=CC=2C=CCC(C2C1)(C)C)/C(=C(\C=O)/F)/CC ((2E)-3-(3-Ethoxy-5,5-dimethyl-5,6-dihydro-naphthalen-2-yl)-2-fluoro-pent-2-enal). Reaction SMILES: [CH2:1]([O:3][C:4]1[C:5](/[C:16](/[CH2:21][CH3:22])=[C:17](/[F:20])\[CH2:18][OH:19])=[CH:6][C:7]2[CH:8]=[CH:9][CH2:10][C:11]([CH3:15])([CH3:14])[C:12]=2[CH:13]=1)[CH3:2].C[N+]1([O-])CCOCC1>>[CH2:1]([O:3][C:4]1[C:5](/[C:16](/[CH2:21][CH3:22])=[C:17](/[F:20])\[CH:18]=[O:19])=[CH:6][C:7]2[CH:8]=[CH:9][CH2:10][C:11]([CH3:14])([CH3:15])[C:12]=2[CH:13]=1)[CH3:2]. Reported procedure: Following General Procedure H-1, (2E)-3-(3-ethoxy-5,5-dimethyl-5,6-dihydro-naphthalen-2-yl)-2-fluoro-pent-2-en-1-ol (Compound A-50, 35 mg, 0.12 mmol) and 4-methylmorpholine N-oxide (27 mg, 0.23 nmol) were reacted to give the title compound as a yellow solid after purification by flash chromatography (silica gel, 10% ethyl acetate in hexanes). Reactants: C1(=CC=CC=C1)C=1SC=C(N1)C(=O)C1=CC(=C(C(=C1)OC)OC)OC ((2-Phenyl-thiazol-4-yl)-(3,4,5-trimethoxy-phenyl)-methanone), C(C1=CC=C(C#N)C=C1)#N (terephthalonitrile), N[C@@H](CS)C(=O)O (cysteine). Yields the product COC=1C=C(C(=O)C=2N=C(SC2)C2=CC=C(C=C2)CC#N)C=C(C1OC)OC (2-(4-(4-(3,4,5-Trimethoxybenzoyl)thiazol-2-yl)phenyl)acetonitrile). Reaction SMILES: [C:1]1([C:7]2[S:8][CH:9]=[C:10]([C:12]([C:14]3[CH:19]=[C:18]([O:20][CH3:21])[C:17]([O:22][CH3:23])=[C:16]([O:24][CH3:25])[CH:15]=3)=[O:13])[N:11]=2)[CH:6]=[CH:5][CH:4]=[CH:3][CH:2]=1.C(#N)C1C=C[C:30]([C:31]#[N:32])=CC=1.N[C@H](C(O)=O)CS>>[CH3:25][O:24][C:16]1[CH:15]=[C:14]([CH:19]=[C:18]([O:20][CH3:21])[C:17]=1[O:22][CH3:23])[C:12]([C:10]1[N:11]=[C:7]([C:1]2[CH:6]=[CH:5][C:4]([CH2:30][C:31]#[N:32])=[CH:3][CH:2]=2)[S:8][CH:9]=1)=[O:13]. Reported procedure: 2-(4-(4-(3,4,5-Trimethoxybenzoyl)thiazol-2-yl)phenyl)acetonitrile (2n) was prepared using the same method as used of compound 1h from terephthalonitrile and cysteine. 1H NMR (500 MHz, CDCl3) δ 8.30 (s, 1H), 8.04 (d, 2H), 7.76 (s, 2H), 7.46 (d, 2H), 3.97 (s, 3H), 3.95 (s, 6H), 3.83 (s, 2H). Starting materials: CN(Cc1ccc(Cl)c(Cl)c1)C(=O)C1=C(O)C(=O)N(CCN2CCNCC2)C1, O=C(Cl)c1ccccn1. Product: CN(Cc1ccc(Cl)c(Cl)c1)C(=O)C1=C(O)C(=O)N(CCN2CCN(C(=O)c3ccccn3)CC2)C1, Cl. As a reaction SMILES: [Cl:1][c:2]1[cH:3][c:4]([CH2:5][N:6]([C:7](=[O:8])[C:9]2=[C:13]([OH:14])[C:12](=[O:15])[N:11]([CH2:16][CH2:17][N:18]3[CH2:19][CH2:20][NH:21][CH2:22][CH2:23]3)[CH2:10]2)[CH3:24])[cH:25][cH:26][c:27]1[Cl:28].[n:29]1[c:30]([C:35](=[O:36])[Cl:37])[cH:31][cH:32][cH:33][cH:34]1>>[Cl:1][c:2]1[cH:3][c:4]([CH2:5][N:6]([C:7](=[O:8])[C:9]2=[C:13]([OH:14])[C:12](=[O:15])[N:11]([CH2:16][CH2:17][N:18]3[CH2:19][CH2:20][N:21]([C:35]([c:30]4[n:29][cH:34][cH:33][cH:32][cH:31]4)=[O:36])[CH2:22][CH2:23]3)[CH2:10]2)[CH3:24])[cH:25][cH:26][c:27]1[Cl:28].[ClH:37]. Reactants: ClC1=NC(=CC=C1[N+](=O)[O-])OC (2-chloro-6-methoxy-3-nitropyridine), C(C)(C)O (isopropanol), NC(C)O (aminoethanol), [OH-].[Na+] (caustic soda). Run in O (water). Yields the product OCCNC1=NC(=CC=C1[N+](=O)[O-])OC (2-(2-hydroxyethylamino)-6-methoxy-3-nitropyridine). Isolated yield 95.5%. Reaction SMILES: Cl[C:2]1[C:7]([N+:8]([O-:10])=[O:9])=[CH:6][CH:5]=[C:4]([O:11][CH3:12])[N:3]=1.[CH:13]([OH:16])(C)[CH3:14].[NH2:17]C(O)C.[OH-].[Na+]>O>[OH:16][CH2:13][CH2:14][NH:17][C:2]1[C:7]([N+:8]([O-:10])=[O:9])=[CH:6][CH:5]=[C:4]([O:11][CH3:12])[N:3]=1 |f:3.4|. Procedure details: To a mixture of 188.6 g (1 mole) of 2-chloro-6-methoxy-3-nitropyridine with 350 ml of isopropanol, 83.5 g (1.4 mole) of aminoethanol are added drop by drop with cooling while stirring and maintaining a temperature of 25°-30° C. After the addition, the reaction mixture is continued to be stirred for another hour at a maximum of 30° and then 47.5 ml of 50% caustic soda solution are added drop by drop over the course of about 2 hours at a maximum temperature of 30° C. After 6 hours of stirring, 500... Starting materials: ClC1=CC=C(C=C1)N1CCN(CC2=C1C=CC(=C2)B2OC(C(O2)(C)C)(C)C)C (1-(4-chlorophenyl)-4-methyl-7-(4,4,5,5-tetramethyl-1,3,2-dioxaborolan-2-yl)-2,3,4,5-tetrahydro-1H-benzo[e][1,4]diazepine), CN(C)C=O (DMF), BrC1=CC=C(C(=O)N)C=C1 (4-bromobenzamide), C([O-])([O-])=O.[Cs+].[Cs+] (cesium carbonate). Reagents/catalysts: C1=CC=C(C=C1)[PH+](C2=CC=CC=C2)[C]3[CH][CH][CH][CH]3.C1=CC=C(C=C1)[PH+](C2=CC=CC=C2)[C]3[CH][CH][CH][CH]3.C(Cl)Cl.Cl[Pd]Cl.[Fe] (dichloro[1,1′-bis(diphenylphosphino)ferrocene]palladium(II) dichloromethane adduct). Run in O (water). Product: C(=O)(O)[C@H](O)[C@@H](O)C(=O)O.ClC1=CC=C(C=C1)N1CCN(CC2=C1C=CC(=C2)C2=CC=C(C(=O)N)C=C2)C (4-(1-(4-chlorophenyl)-4-methyl-2,3,4,5-tetrahydro-1H-benzo[e][1,4]diazepin-7-yl)benzamide, L-tartrate salt). Yield: 10.0%. As a reaction SMILES: [Cl:1][C:2]1[CH:7]=[CH:6][C:5]([N:8]2[C:14]3[CH:15]=[CH:16][C:17](B4[O:23][C:22](C)(C)[C:21](C)(C)[O:20]4)=[CH:18][C:13]=3[CH2:12][N:11]([CH3:28])[CH2:10][CH2:9]2)=[CH:4][CH:3]=1.Br[C:30]1[CH:38]=[CH:37][C:33]([C:34]([NH2:36])=[O:35])=[CH:32][CH:31]=1.[C:39](=[O:42])([O-:41])[O-].[Cs+].[Cs+].CN([CH:48]=[O:49])C>O.C1C=CC([PH+]([C]2[CH][CH][CH][CH]2)C2C=CC=CC=2)=CC=1.C1C=CC([PH+]([C]2[CH][CH][CH][CH]2)C2C=CC=CC=2)=CC=1.C(Cl)Cl.Cl[Pd]Cl.[Fe]>[C:39]([C@@H:21]([C@H:22]([C:48]([OH:49])=[O:35])[OH:23])[OH:20])([OH:41])=[O:42].[Cl:1][C:2]1[CH:7]=[CH:6][C:5]([N:8]2[C:14]3[CH:15]=[CH:16][C:17]([C:30]4[CH:38]=[CH:37][C:33]([C:34]([NH2:36])=[O:35])=[CH:32][CH:31]=4)=[CH:18][C:13]=3[CH2:12][N:11]([CH3:28])[CH2:10][CH2:9]2)=[CH:4][CH:3]=1 |f:2.3.4,7.8.9.10.11,12.13,^1:55,56,57,58,59,73,74,75,76,77|. Procedure: Following a procedure similar to the one in Example 36, 1-(4-chlorophenyl)-4-methyl-7-(4,4,5,5-tetramethyl-1,3,2-dioxaborolan-2-yl)-2,3,4,5-tetrahydro-1H-benzo[e][1,4]diazepine (100 mg, 0.251 mmol), 4-bromobenzamide (60 mg, 0.301 mmol), cesium carbonate (245 mg, 0.752 mmol) and dichloro[1,1′-bis(diphenylphosphino)ferrocene]palladium(II) dichloromethane adduct (20 mg, 0.0251 mmol) in DMF (2.0 mL) and water (0.5 mL) gave the desired product (10.0 mg, 10%) as a colorless oil. To a solution of the b...